From a dataset of the Open Reaction Database (ORD), a public repository of structured organic reaction records. describe an organic reaction: reactants, conditions, products, and yield Reactants: O=C(O)c1ncc(C(F)(F)F)cn1, CC1(C)OC(N)=NC(C)(c2cc(N)ccc2F)C1(F)F. Yields the product CC1(C)OC(N)=NC(C)(c2cc(NC(=O)c3ncc(C(F)(F)F)cn3)ccc2F)C1(F)F. Reaction SMILES: [F:21][C:22]([c:23]1[cH:24][n:25][c:26]([C:29](=[O:30])[OH:31])[n:27][cH:28]1)([F:32])[F:33].[NH2:1][c:2]1[cH:3][cH:4][c:5]([F:20])[c:6]([C:8]2([CH3:19])[N:9]=[C:10]([NH2:18])[O:11][C:12]([CH3:16])([CH3:17])[C:13]2([F:14])[F:15])[cH:7]1>>[NH:1]([c:2]1[cH:3][cH:4][c:5]([F:20])[c:6]([C:8]2([CH3:19])[N:9]=[C:10]([NH2:18])[O:11][C:12]([CH3:16])([CH3:17])[C:13]2([F:14])[F:15])[cH:7]1)[C:29]([c:26]1[n:25][cH:24][c:23]([C:22]([F:21])([F:32])[F:33])[cH:28][n:27]1)=[O:30]. Starting materials: ClC1=CC(=C(N)C=C1)F (4-chloro-2-fluoroaniline), ClC(=O)OC(Cl)(Cl)Cl (trichloromethyl chloroformate). The solvent is C1(=CC=CC=C1)C (toluene), C1(=CC=CC=C1)C (toluene). Reaction conditions: time 16 hour. Product: ClC1=CC(=C(C=C1)N=C=O)F (4-chloro-2-fluorophenyl isocyanate). The yield is 97.7%. RXN SMILES: [Cl:1][C:2]1[CH:8]=[CH:7][C:5]([NH2:6])=[C:4]([F:9])[CH:3]=1.Cl[C:11](OC(Cl)(Cl)Cl)=[O:12]>C1(C)C=CC=CC=1>[Cl:1][C:2]1[CH:8]=[CH:7][C:5]([N:6]=[C:11]=[O:12])=[C:4]([F:9])[CH:3]=1. Reported procedure: To a stirred solution of 20.0 grams (0.13 mole) of 4-chloro-2-fluoroaniline in 250 ml of toluene was added dropwise a solution of 17.2 ml (0.13 mole) of trichloromethyl chloroformate in 40 ml of toluene. Upon completion of addition the reaction mixture was heated to reflux where it stirred for 16 hours. The solvent was separated from the reaction mixture by distillation to yield 21.8 grams of 4-chloro-2-fluorophenyl isocyanate as an oil. The reaction was repeated several times. The reactants are CC(C)([O-])C.[K+] (potassium tert-butoxide), [Cl-].NC(=[NH2+])N (guanidinium chloride), FC=1C=CC=C2C(N(C(C12)CC(=O)OCC)CC(C)C)=O (ethyl (7-fluoro-2-isobutyl-3-oxo-2,3-dihydro-1H-isoindol-1-yl)acetate). Reaction conditions: temperature 20 celsius, time 20 hour. Product: FC=1C=CC=C2C(N(C(C12)CC(=O)NC(=N)N)CC(C)C)=O (N-[(7-fluoro-2-isobutyl-3-oxo-2,3-dihydro-1H-isoindol-1-yl)acetyl]guanidine). The yield is 21.4%. As a reaction SMILES: CC(C)([O-])C.[K+].[Cl-].[NH2:8][C:9]([NH2:11])=[NH2+:10].[F:12][C:13]1[CH:14]=[CH:15][CH:16]=[C:17]2[C:21]=1[CH:20]([CH2:22][C:23](OCC)=[O:24])[N:19]([CH2:28][CH:29]([CH3:31])[CH3:30])[C:18]2=[O:32]>>[F:12][C:13]1[CH:14]=[CH:15][CH:16]=[C:17]2[C:21]=1[CH:20]([CH2:22][C:23]([NH:10][C:9]([NH2:11])=[NH:8])=[O:24])[N:19]([CH2:28][CH:29]([CH3:30])[CH3:31])[C:18]2=[O:32] |f:0.1,2.3|. Reported procedure: N-[(7-Fluoro-2-isobutyl-3-oxo-2,3-dihydro-1H-isoindol-1-yl)acetyl]guanidine is prepared as described in Example 1, starting with 1.29 g of potassium tert-butoxide, 1.32 g of guanidinium chloride and 0.67 g of ethyl (7-fluoro-2-isobutyl-3-oxo-2,3-dihydro-1H-isoindol-1-yl)acetate. The reaction mixture is stirred at a temperature in the region of 20° C. for 20 hours, and is then filtered. The filtrate is taken up in 40 cm3 of water and 60 cm3 of ethyl acetate. After separation of the phases by sett... Reactants: C(C1=CC=CC=C1)SC1=NC=C(C=N1)Br (2-benzylthio-5-bromopyrimidine), ClC1=CC(=CC=C1)C(=O)OO (m-chloroperbenzoic acid), CC(C)O (iPrOH). The solvent is ClCCl (dichloromethane). Yields the product C(C1=CC=CC=C1)S(=O)C1=NC=C(C=N1)Br (2-Benzylsulfinyl-5-bromopyrimidine). The yield is 91.0%. RXN SMILES: [CH2:1]([S:8][C:9]1[N:14]=[CH:13][C:12]([Br:15])=[CH:11][N:10]=1)[C:2]1[CH:7]=[CH:6][CH:5]=[CH:4][CH:3]=1.ClC1C=CC=C(C(OO)=[O:24])C=1.CC(O)C>ClCCl>[CH2:1]([S:8]([C:9]1[N:10]=[CH:11][C:12]([Br:15])=[CH:13][N:14]=1)=[O:24])[C:2]1[CH:7]=[CH:6][CH:5]=[CH:4][CH:3]=1. Procedure: The oxidation of 2-benzylthio-5-bromopyrimidine was carried out using one molar equivalent of 85% m-chloroperbenzoic acid in dichloromethane, initially at -10° C. and then at 0° C., as described in Example 40 above; yield 91%, m.p. 101° C. (iPrOH). 1H NMR (CDCl3); δ4.26 and 4.31 (CH2), 7.16 (Ph), 8.80 (H-4, H-6). Reactants: C(C1=CC=CC=C1)N1[C@H](CCC1)COC=1N=C(C(=NC1CC)C(=O)N)NC1=CC=C(C=C1)N1CCC(CC1)N1CCN(CC1)C (5-{[(2R)-1-benzylpyrrolidin-2-yl]methoxy}-6-ethyl-3-({4-[4-(4-methylpiperazin-1-yl)piperidin-1-yl]phenyl}amino)pyrazine-2-carboxamide). The reagents and catalysts are [Pd] (palladium). Solvent: C(C)(=O)O (acetic acid). Run at time 6 hour. Yields the product C(C)C1=C(N=C(C(=N1)C(=O)N)NC1=CC=C(C=C1)N1CCC(CC1)N1CCN(CC1)C)OC[C@@H]1NCCC1 (6-ethyl-3-({4-[4-(4-methylpiperazin-1-yl)piperidin-1-yl]phenyl}amino)-5-[(2R)-pyrrolidin-2-ylmethoxy]pyrazine-2-carboxamide). Yield: 88.9%. Reaction SMILES: C([N:8]1[CH2:12][CH2:11][CH2:10][C@@H:9]1[CH2:13][O:14][C:15]1[N:16]=[C:17]([NH:26][C:27]2[CH:32]=[CH:31][C:30]([N:33]3[CH2:38][CH2:37][CH:36]([N:39]4[CH2:44][CH2:43][N:42]([CH3:45])[CH2:41][CH2:40]4)[CH2:35][CH2:34]3)=[CH:29][CH:28]=2)[C:18]([C:23]([NH2:25])=[O:24])=[N:19][C:20]=1[CH2:21][CH3:22])C1C=CC=CC=1>[Pd].C(O)(=O)C>[CH2:21]([C:20]1[N:19]=[C:18]([C:23]([NH2:25])=[O:24])[C:17]([NH:26][C:27]2[CH:32]=[CH:31][C:30]([N:33]3[CH2:38][CH2:37][CH:36]([N:39]4[CH2:44][CH2:43][N:42]([CH3:45])[CH2:41][CH2:40]4)[CH2:35][CH2:34]3)=[CH:29][CH:28]=2)=[N:16][C:15]=1[O:14][CH2:13][C@H:9]1[CH2:10][CH2:11][CH2:12][NH:8]1)[CH3:22]. Reported procedure: To a mixture of 5-{[(2R)-1-benzylpyrrolidin-2-yl]methoxy}-6-ethyl-3-({4-[4-(4-methylpiperazin-1-yl)piperidin-1-yl]phenyl}amino)pyrazine-2-carboxamide (182 mg), and acetic acid (3 mL) was added 10% palladium-supported carbon (53% wet product) (63 mg), followed by stirring for 6 hours under a hydrogen gas atmosphere (4 atm). The reactant was filtered through celite, then the mixture was concentrated under reduced pressure, and a saturated aqueous sodium hydrogen carbonate solution was added theret...